Dataset: the Open Reaction Database (ORD), a public repository of structured organic reaction records. Task: describe an organic reaction: reactants, conditions, products, and yield Starting materials: C(C1=CC=CC=C1)SC1=NN(C(=N1)O)C1=CC=CC=C1 (3-Benzylthio-5-hydroxy-1-phenyl-1,2,4-triazole), C(C)(=O)Cl (acetyl chloride). The solvent is C1(=CC=CC=C1)C (toluene). Product: C(C)(=O)OC1=NC(=NN1C1=CC=CC=C1)SCC1=CC=CC=C1 (5-Acetoxy-3-benzylthio-1-phenyl-1,2,4-triazole). Reaction SMILES: [CH2:1]([S:8][C:9]1[N:13]=[C:12]([OH:14])[N:11]([C:15]2[CH:20]=[CH:19][CH:18]=[CH:17][CH:16]=2)[N:10]=1)[C:2]1[CH:7]=[CH:6][CH:5]=[CH:4][CH:3]=1.[C:21](Cl)(=[O:23])[CH3:22]>C1(C)C=CC=CC=1>[C:21]([O:14][C:12]1[N:11]([C:15]2[CH:20]=[CH:19][CH:18]=[CH:17][CH:16]=2)[N:10]=[C:9]([S:8][CH2:1][C:2]2[CH:3]=[CH:4][CH:5]=[CH:6][CH:7]=2)[N:13]=1)(=[O:23])[CH3:22]. Procedure: A mixture of the product of stage (c) (20 g), toluene (150 ml) and acetyl chloride (12.2 ml) was heated under reflux for 5 hours. The volatile materials were removed in vacuo, and the residue was triturated with ether and filtered off. Recrystallisation from ethanol gave 19.8 g of desired product. Reactants: OC(C)N1C(CCC1)=O (1-hydroxyethyl-2-oxo-pyrrolidine), C(CC(=O)C)(=O)OCC (ethyl acetoacetate), [Na] (sodium). Yields the product C(CC(=O)C)(=O)OCCN1C(CCC1)=O (2-(2-oxopyrrolidino)ethyl acetoacetate). Yield: 4.0%. RXN SMILES: O[CH:2]([N:4]1[CH2:8][CH2:7][CH2:6][C:5]1=[O:9])[CH3:3].[C:10]([O:16]CC)(=[O:15])[CH2:11][C:12]([CH3:14])=[O:13].[Na]>>[C:10]([O:16][CH2:3][CH2:2][N:4]1[CH2:8][CH2:7][CH2:6][C:5]1=[O:9])(=[O:15])[CH2:11][C:12]([CH3:14])=[O:13] |^1:18|. Procedure details: A mixture of 20 g (0.16 mol) of 1-hydroxyethyl-2-oxo-pyrrolidine, 40 g (0.31 mole) of ethyl acetoacetate and 100 mg of sodium was heated at 140°-150° C. for six hours. Residual ethanol was removed in vacuo and the resultant oil was kugelrohr distilled (200° C./1 mm) to give 1.38 g (40%) of the product. NMR (CDCl3) δ 2.1 (7H, m), 3.4 (6H, m) 4.1 (2H, t) Reactants: C(C)(=O)N[C@H]1C(O)O[C@@H]([C@H]([C@@H]1O)O)CO (N-acetyl-D-glucosamine), C(CCCCCCCCCCCCCCCCC)N (octadecylamine), C(C)O (ethanol). Product: C(C)(=O)N[C@H]1C(O[C@@H]([C@H]([C@@H]1O)O)CO)N(C(CCCCCCC\C=C/CCCCCCCC)=O)CCCCCCCCCCCCCCCCCC (N-(2-Acetamido-2-deoxy-D-glucopyranosyl)-N-octadecyl-oleic acid amide). Reaction SMILES: [C:1]([NH:4][C@@H:5]1[C@@H:11]([OH:12])[C@H:10]([OH:13])[C@@H:9]([CH2:14][OH:15])[O:8][CH:6]1O)(=[O:3])[CH3:2].[CH2:16]([NH2:34])[CH2:17][CH2:18][CH2:19][CH2:20][CH2:21][CH2:22][CH2:23][CH2:24][CH2:25][CH2:26][CH2:27][CH2:28][CH2:29][CH2:30][CH2:31][CH2:32][CH3:33].[CH2:35]([OH:37])[CH3:36]>>[C:1]([NH:4][C@@H:5]1[C@@H:11]([OH:12])[C@H:10]([OH:13])[C@@H:9]([CH2:14][OH:15])[O:8][CH:6]1[N:34]([CH2:16][CH2:17][CH2:18][CH2:19][CH2:20][CH2:21][CH2:22][CH2:23][CH2:24][CH2:25][CH2:26][CH2:27][CH2:28][CH2:29][CH2:30][CH2:31][CH2:32][CH3:33])[C:35](=[O:37])[CH2:36][CH2:16][CH2:17][CH2:18][CH2:19][CH2:20][CH2:21]/[CH:22]=[CH:23]\[CH2:24][CH2:25][CH2:26][CH2:27][CH2:28][CH2:29][CH2:30][CH3:31])(=[O:3])[CH3:2]. Reported procedure: 15 g of N-acetyl-D-glucosamine and 18.8 g of octadecylamine were heated at 80° C. in 50 ml of ethanol for 3 hours, with stirring. The undissolved material was then filtered off hot, the filtrate was cooled and the product which had precipitated was filtered off with suction and washed with ethanol and ether.2.2 g of the 2-acetamido-2-deoxy-N-octadecyl-glucopyranosylamine thus obtained were stirred in 17 ml of THF with 2 g of sodium carbonate. 1.45 g of oleoy) chloride in 5 ml of THF were then ad... Reactants: CCO, CC(=O)O, [OH-], [OH-], [Pd+2], CCC(=O)N1CCN(C2CN(C(c3ccccc3)c3ccccc3)C2)CC1. Product: CCC(=O)N1CCN(C2CNC2)CC1. RXN SMILES: [CH3:28][CH2:29][OH:30].[CH3:31][C:32](=[O:33])[OH:34].[OH-:35].[OH-:37].[Pd+2:36].[c:1]1([CH:2]([c:3]2[cH:4][cH:5][cH:6][cH:7][cH:22]2)[N:8]2[CH2:9][CH:10]([N:12]3[CH2:13][CH2:14][N:15]([C:18]([CH2:19][CH3:20])=[O:21])[CH2:16][CH2:17]3)[CH2:11]2)[cH:23][cH:24][cH:25][cH:26][cH:27]1>>[NH:8]1[CH2:9][CH:10]([N:12]2[CH2:13][CH2:14][N:15]([C:18]([CH2:19][CH3:20])=[O:21])[CH2:16][CH2:17]2)[CH2:11]1. Reactants: CO, COC(=O)c1c(-c2ccc(F)cc2)nn2ccccc12, [Na+], [OH-]. The product is O=C(O)c1c(-c2ccc(F)cc2)nn2ccccc12. Reaction SMILES: [CH3:23][OH:24].[F:1][c:2]1[cH:3][cH:4][c:5](-[c:8]2[n:9][n:10]3[c:11]([cH:12][cH:13][cH:14][cH:15]3)[c:16]2[C:17](=[O:18])[O:19][CH3:20])[cH:6][cH:7]1.[Na+:22].[OH-:21]>>[F:1][c:2]1[cH:3][cH:4][c:5](-[c:8]2[n:9][n:10]3[c:11]([cH:12][cH:13][cH:14][cH:15]3)[c:16]2[C:17](=[O:18])[OH:19])[cH:6][cH:7]1. As a reaction SMILES: [CH2:38]([O:39][P:40]([O:41][CH2:42][CH3:43])(=[O:44])[CH2:46][C:47](=[O:48])[O:49][CH2:50][CH3:51])[CH3:45].[CH3:1][O:2][c:3]1[cH:4][c:5]([CH2:6][O:7][c:8]2[n:9][n:10](-[c:15]3[cH:16][cH:17][cH:18][cH:19][cH:20]3)[cH:11][c:12]2[CH:13]=[O:14])[cH:21][cH:22][c:23]1[O:24][CH2:25][c:26]1[n:27][c:28](-[c:32]2[cH:33][cH:34][cH:35][cH:36][cH:37]2)[o:29][c:30]1[CH3:31].[CH3:52][N:53]([CH3:54])[CH:55]=[O:56].[H-:57].[Na+:58].[OH2:59]>>[CH3:1][O:2][c:3]1[cH:4][c:5]([CH2:6][O:7][c:8]2[n:9][n:10](-[c:15]3[cH:16][cH:17][cH:18][cH:19][cH:20]3)[cH:11][c:12]2[CH:13]=[CH:46][C:47](=[O:48])[O:49][CH2:50][CH3:51])[cH:21][cH:22][c:23]1[O:24][CH2:25][c:26]1[n:27][c:28](-[c:32]2[cH:33][cH:34][cH:35][cH:36][cH:37]2)[o:29][c:30]1[CH3:31]. The product is CCOC(=O)C=Cc1cn(-c2ccccc2)nc1OCc1ccc(OCc2nc(-c3ccccc3)oc2C)c(OC)c1. Starting materials: CCOC(=O)CP(=O)(OCC)OCC, COc1cc(COc2nn(-c3ccccc3)cc2C=O)ccc1OCc1nc(-c2ccccc2)oc1C, CN(C)C=O, [H-], [Na+], O. The reactants are CC1=C(C=CC(=C1)C)N(S(=O)(=O)C1=CC(=CC=C1)O)CC(C)C (N-(2,4-dimethylphenyl)-3-hydroxy-N-isobutylbenzenesulfonamide), O1CCN(CC1)CCO (2-morpholinoethanol), FC(CCC1=CC=C(C=C1)P(C1=CC=CC=C1)C1=CC=CC=C1)(C(C(C(C(C(C(C(F)(F)F)(F)F)(F)F)(F)F)(F)F)(F)F)(F)F)F ((4-(3,3,4,4,5,5,6,6,7,7,8,8,9,9,10,10,10-heptadecafluorodecyl)phenyl)diphenylphosphine), crude product, N(=NC(=O)OC(C)C)C(=O)OC(C)C (diisopropyl diazene-1,2-dicarboxylate). Reported procedure: N-(2,4-dimethylphenyl)-3-hydroxy-N-isobutylbenzenesulfonamide (76.9 mg, 0.231 mmol), 2-morpholinoethanol (0.035 mL, 0.288 mmol) and (4-(3,3,4,4,5,5,6,6,7,7,8,8,9,9,10,10,10-heptadecafluorodecyl)phenyl)diphenylphosphine (204 mg, 0.288 mmol) were added to a vessel. Tetrahydrofuran (THF) (4 mL) was added followed by diisopropyl diazene-1,2-dicarboxylate (DIAD) (0.056 ml, 58.3 mg 0.288 mmol). The reaction vial was sealed and left to stir overnight at 20° C. The reaction mixture was concentrated in v... Run at temperature 20 celsius, time 8 hour. Run in CN(C)C=O.O (DMF H2O), CO.O (MeOH H2O), CN(C)C=O (DMF), O1CCCC1 (Tetrahydrofuran). RXN SMILES: [CH3:1][C:2]1[CH:7]=[C:6]([CH3:8])[CH:5]=[CH:4][C:3]=1[N:9]([CH2:20][CH:21]([CH3:23])[CH3:22])[S:10]([C:13]1[CH:18]=[CH:17][CH:16]=[C:15]([OH:19])[CH:14]=1)(=[O:12])=[O:11].[O:24]1[CH2:29][CH2:28][N:27]([CH2:30][CH2:31]O)[CH2:26][CH2:25]1.FC(F)(C(F)(F)C(F)(F)C(F)(F)C(F)(F)C(F)(F)C(F)(F)C(F)(F)F)CCC1C=CC(P(C2C=CC=CC=2)C2C=CC=CC=2)=CC=1.N(C(OC(C)C)=O)=NC(OC(C)C)=O>CN(C=O)C.O.CO.O.CN(C=O)C.O1CCCC1>[CH3:1][C:2]1[CH:7]=[C:6]([CH3:8])[CH:5]=[CH:4][C:3]=1[N:9]([CH2:20][CH:21]([CH3:23])[CH3:22])[S:10]([C:13]1[CH:18]=[CH:17][CH:16]=[C:15]([O:19][CH2:31][CH2:30][N:27]2[CH2:28][CH2:29][O:24][CH2:25][CH2:26]2)[CH:14]=1)(=[O:11])=[O:12] |f:4.5,6.7|. Product: CC1=C(C=CC(=C1)C)N(S(=O)(=O)C1=CC(=CC=C1)OCCN1CCOCC1)CC(C)C (N-(2,4-dimethylphenyl)-N-isobutyl-3-(2-morpholinoethoxy)benzenesulfonamide).